From a dataset of the Open Reaction Database (ORD), a public repository of structured organic reaction records. describe an organic reaction: reactants, conditions, products, and yield The reactants are O=C1c2ccccc2C(=O)N1CCCBr, O=C([O-])[O-], CC#N, [K+], [K+], Oc1ccc(I)cc1. Yields the product O=C1c2ccccc2C(=O)N1CCCOc1ccc(I)cc1. RXN SMILES: [Br:1][CH2:2][CH2:3][CH2:4][N:5]1[C:6](=[O:15])[c:7]2[c:8]([cH:11][cH:12][cH:13][cH:14]2)[C:9]1=[O:10].[C:24](=[O:25])([O-:26])[O-:27].[CH3:30][C:31]#[N:32].[K+:28].[K+:29].[OH:16][c:17]1[cH:18][cH:19][c:20]([I:21])[cH:22][cH:23]1>>[CH2:2]([CH2:3][CH2:4][N:5]1[C:6](=[O:15])[c:7]2[c:8]([cH:11][cH:12][cH:13][cH:14]2)[C:9]1=[O:10])[O:16][c:17]1[cH:18][cH:19][c:20]([I:21])[cH:22][cH:23]1.